This data is from the Open Reaction Database (ORD), a public repository of structured organic reaction records. The task is: describe an organic reaction: reactants, conditions, products, and yield Reaction SMILES: [CH3:1][CH:2]1[O:7][CH:6]([CH3:8])[CH2:5][NH:4][CH2:3]1.[CH2:9]([C:13]1[S:17][C:16]([CH:18]2[CH2:20][CH:19]2[C:21](Cl)=[O:22])=[CH:15][CH:14]=1)[CH2:10][CH2:11][CH3:12].O>[Na]>[CH2:9]([C:13]1[S:17][C:16]([CH:18]2[CH2:20][CH:19]2[C:21]([N:4]2[CH2:5][CH:6]([CH3:8])[O:7][CH:2]([CH3:1])[CH2:3]2)=[O:22])=[CH:15][CH:14]=1)[CH2:10][CH2:11][CH3:12] |^1:24|. Reaction conditions: temperature 20 celsius, time 3 hour. Starting materials: CC1CNCC(O1)C (2,6-Dimethylmorpholine), C(CCC)C1=CC=C(S1)C1C(C1)C(=O)Cl (2-(5-n-butylthiophen-2-yl)-cyclopropanecarbonyl chloride), O (water). Run in [Na] (sodium). The product is C(CCC)C1=CC=C(S1)C1C(C1)C(=O)N1CC(OC(C1)C)C (2-(5-n-butylthiophen-2-yl)-cyclopropanecarbonyl-2,6-dimethylmorpholine). Reported procedure: 2,6-Dimethylmorpholine (5.0 g, 0.043 mol) was added dropwise to a solution of 2-(5-n-butylthiophen-2-yl)-cyclopropanecarbonyl chloride (4.85 g, 0.02 mol) in sodium dried ether (40 ml) at 10° C. and after complete addition the solution was stirred at 20° C. for 3 hours. The reaction mixture was poured into water and extracted with diethyl ether (2×100 ml). The ethereal extracts were washed with water, dried over anhydrous sodium sulphate, and the solvent removed to give 2-(5-n-butylthiophen-2-yl)... Reactants: ClC1=C(C=C(C(=O)OC)C=C1)S(=O)(=O)Cl (methyl 4-chloro-3-(chlorosulfonyl)benzoate), C1(CC1)N (Cyclopropyl amine). The solvent is O1CCOCC1 (1,4-dioxane). Reaction conditions: time 3 hour. Product: ClC1=C(C=C(C(=O)OC)C=C1)S(NC1CC1)(=O)=O (Methyl 4-chloro-3-(N-cyclopropylsulfamoyl)benzoate). Isolated yield 35.0%. As a reaction SMILES: [Cl:1][C:2]1[CH:11]=[CH:10][C:5]([C:6]([O:8][CH3:9])=[O:7])=[CH:4][C:3]=1[S:12](Cl)(=[O:14])=[O:13].[CH:16]1([NH2:19])[CH2:18][CH2:17]1>O1CCOCC1>[Cl:1][C:2]1[CH:11]=[CH:10][C:5]([C:6]([O:8][CH3:9])=[O:7])=[CH:4][C:3]=1[S:12](=[O:14])(=[O:13])[NH:19][CH:16]1[CH2:18][CH2:17]1. Reported procedure: A round bottom flask was charged with methyl 4-chloro-3-(chlorosulfonyl)benzoate (12.0 g, 44.32 mmol) and 1,4-dioxane (100 mL) at 0° C. Cyclopropyl amine (9.31 mL, 137.8 mmol) was added dropwise and the mixture was stirred at that temperature for 3 h. The solvent was removed and the residue was treated with EtOAc. The organic phase was washed with brine, dried, and concentrated to get the title compound (4.5 g, 32% yield). Starting materials: BrC(C(=O)OC)C1=CC=C(C=C1)OCCCOC1=CC=C(C=C1)Cl (methyl bromo{p-[3-(p-chlorophenoxy)propoxy]phenyl}acetate), CC=1C=C(C=CC1C)O (3,4-dimethylphenol), C[O-].[Na+] (sodium methoxide), CO (methanol). Solvent: C1=CC=CC=C1 (benzene). Product: COC(C(C1=CC=C(C=C1)OCCCOC1=CC=C(C=C1)Cl)OC1=CC(=C(C=C1)C)C)=O (Methyl(3,4-dimethylphenoxy){p-[3-(p-chlorophenoxy)propoxy]phenyl}acetate). Reaction SMILES: [CH3:1][C:2]1[CH:3]=[C:4]([OH:9])[CH:5]=[CH:6][C:7]=1[CH3:8].C[O-].[Na+].CO.Br[CH:16]([C:21]1[CH:26]=[CH:25][C:24]([O:27][CH2:28][CH2:29][CH2:30][O:31][C:32]2[CH:37]=[CH:36][C:35]([Cl:38])=[CH:34][CH:33]=2)=[CH:23][CH:22]=1)[C:17]([O:19][CH3:20])=[O:18]>C1C=CC=CC=1>[CH3:20][O:19][C:17](=[O:18])[CH:16]([O:9][C:4]1[CH:5]=[CH:6][C:7]([CH3:8])=[C:2]([CH3:1])[CH:3]=1)[C:21]1[CH:22]=[CH:23][C:24]([O:27][CH2:28][CH2:29][CH2:30][O:31][C:32]2[CH:33]=[CH:34][C:35]([Cl:38])=[CH:36][CH:37]=2)=[CH:25][CH:26]=1 |f:1.2|. Procedure: To a mixture of 3.05 g of 3,4-dimethylphenol, 1.19 g of sodium methoxide, 40 ml of methanol and 10 ml of benzene is added 8.27 g of methyl bromo{p-[3-(p-chlorophenoxy)propoxy]phenyl}acetate. The mixture is refluxed for 24 hours and the solvent removed under reduced pressure. The residue is chromatographed over silica gel with dichloromethane as eluent. The product is obtained as a viscous oil. Reactants: ICC([C@H]1CC[C@H]2C3=CC=C4C[C@H](C[C@@H]([C@]4(C)[C@H]3CC[C@]12C)OC(=O)OC)OC(=O)OC)C (21-iodo-20-methyl-1α,3β-bis-(methoxycarbonyloxy)pregna-5,7-diene), C1(=CC=CC=C1)S(=O)[O-].[Na+] (sodium benzenesulfinate). The solvent is CN(C=O)C (dimethylformamide). Run at temperature 40 celsius, time 7 hour. Yields the product CC(CS(=O)(=O)C1=CC=CC=C1)[C@H]1CC[C@H]2C3=CC=C4C[C@H](C[C@@H]([C@]4(C)[C@H]3CC[C@]12C)OC(=O)OC)OC(=O)OC (20-methyl-1α,3β-bis(methoxycarbonyloxy)-21-phenylsulfonylpregna-5,7-diene). Isolated yield 57.7%. As a reaction SMILES: I[CH2:2][CH:3]([CH3:33])[C@@H:4]1[C@:21]2([CH3:22])[C@H:7]([C:8]3[C@H:18]([CH2:19][CH2:20]2)[C@:16]2([CH3:17])[C:11]([CH2:12][C@@H:13]([O:28][C:29]([O:31][CH3:32])=[O:30])[CH2:14][C@@H:15]2[O:23][C:24]([O:26][CH3:27])=[O:25])=[CH:10][CH:9]=3)[CH2:6][CH2:5]1.[C:34]1([S:40]([O-:42])=[O:41])[CH:39]=[CH:38][CH:37]=[CH:36][CH:35]=1.[Na+]>CN(C)C=O>[CH3:33][CH:3]([C@@H:4]1[C@:21]2([CH3:22])[C@H:7]([C:8]3[C@H:18]([CH2:19][CH2:20]2)[C@:16]2([CH3:17])[C:11]([CH2:12][C@@H:13]([O:28][C:29]([O:31][CH3:32])=[O:30])[CH2:14][C@@H:15]2[O:23][C:24]([O:26][CH3:27])=[O:25])=[CH:10][CH:9]=3)[CH2:6][CH2:5]1)[CH2:2][S:40]([C:34]1[CH:39]=[CH:38][CH:37]=[CH:36][CH:35]=1)(=[O:42])=[O:41] |f:1.2|. Procedure: A mixture of 71 mg of 21-iodo-20-methyl-1α,3β-bis-(methoxycarbonyloxy)pregna-5,7-diene, 80 mg of sodium benzenesulfinate and 3 ml of dimethylformamide was stirred at 40° C. for 7 hours. The reaction mixture was subjected to the same isolation and purification procedure in Example 5 to give 42 mg of 20-methyl-1α,3β-bis(methoxycarbonyloxy)-21-phenylsulfonylpregna-5,7-diene, whose 1H NMR spectrum was identical with that obtained in Example 5. Reactants: COC(C1=CN=C(C(=C1)Br)Cl)=O (5-bromo-6-chloro-nicotinic acid methylester), N[C@H]1[C@@H](CCCC1)O ((1R,2R)-2-amino-cyclohexanol), FC(CO)(F)F (2,2,2-trifluoro-ethanol), FC(C1=CC=C(C=C1)B(O)O)(F)F (4-trifluoromethylphenyl-boronic acid). The product is O[C@H]1[C@@H](CCCC1)NC(C1=CN=C(C(=C1)C1=CC=C(C=C1)C(F)(F)F)OCC(F)(F)F)=O (N-((1R,2R)-2-Hydroxy-cyclohexyl)-6-(2,2,2-trifluoro-ethoxy)-5-(4-trifluoromethyl-phenyl)-nicotinamide). Reaction SMILES: CO[C:3](=[O:12])[C:4]1[CH:9]=[C:8](Br)[C:7](Cl)=[N:6][CH:5]=1.[F:13][C:14]([F:18])([F:17])[CH2:15][OH:16].[F:19][C:20]([F:31])([F:30])[C:21]1[CH:26]=[CH:25][C:24](B(O)O)=[CH:23][CH:22]=1.[NH2:32][C@@H:33]1[CH2:38][CH2:37][CH2:36][CH2:35][C@H:34]1[OH:39]>>[OH:39][C@@H:34]1[CH2:35][CH2:36][CH2:37][CH2:38][C@H:33]1[NH:32][C:3](=[O:12])[C:4]1[CH:9]=[C:8]([C:24]2[CH:25]=[CH:26][C:21]([C:20]([F:31])([F:30])[F:19])=[CH:22][CH:23]=2)[C:7]([O:16][CH2:15][C:14]([F:18])([F:17])[F:13])=[N:6][CH:5]=1. Procedure details: The title compound was synthesized in analogy to the procedure described for the preparation of Example 5, using 5-bromo-6-chloro-nicotinic acid methylester, 2,2,2-trifluoro-ethanol (commercially available), 4-trifluoromethylphenyl-boronic acid (commercially available) and (1R,2R)-2-amino-cyclohexanol (commercially available) as starting materials. MS (ISP): 463.1 (M+H+). Starting materials: C(C)(C)(C)C1=CC(=C(C=N1)C=1N([C@]([C@](N1)(C)C1=CC=C(C=C1)Cl)(C)C1=CC=C(C=C1)Cl)C(=O)N1CCC(CC1)CC(=O)O)OCC ({1-[(4S,5R)-2-(6-tert-butyl-4-ethoxy-pyridin-3-yl)-4,5-bis-(4-chloro-phenyl)-4,5-dimethyl-4,5-dihydro-imidazole-1-carbonyl]-piperidin-4-yl}-acetic acid), C(C)(C)C1=CC=C(N)C=C1 (4-isopropylaniline). Product: C(C)(C)(C)C1=CC(=C(C=N1)C=1N([C@]([C@](N1)(C)C1=CC=C(C=C1)Cl)(C)C1=CC=C(C=C1)Cl)C(=O)N1CCC(CC1)CC(=O)NC1=CC=C(C=C1)C(C)C)OCC (2-{1-[(4S,5R)-2-(6-tert-Butyl-4-ethoxy-pyridin-3-yl)-4,5-bis-(4-chloro-phenyl)-4,5-dimethyl-4,5-dihydro-imidazole-1-carbonyl]-piperidin-4-yl}-N-(4-isopropyl-phenyl)-acetamide). RXN SMILES: [C:1]([C:5]1[N:10]=[CH:9][C:8]([C:11]2[N:12]([C:32]([N:34]3[CH2:39][CH2:38][CH:37]([CH2:40][C:41]([OH:43])=O)[CH2:36][CH2:35]3)=[O:33])[C@@:13]([C:25]3[CH:30]=[CH:29][C:28]([Cl:31])=[CH:27][CH:26]=3)([CH3:24])[C@@:14]([C:17]3[CH:22]=[CH:21][C:20]([Cl:23])=[CH:19][CH:18]=3)([CH3:16])[N:15]=2)=[C:7]([O:44][CH2:45][CH3:46])[CH:6]=1)([CH3:4])([CH3:3])[CH3:2].[CH:47]([C:50]1[CH:56]=[CH:55][C:53]([NH2:54])=[CH:52][CH:51]=1)([CH3:49])[CH3:48]>>[C:1]([C:5]1[N:10]=[CH:9][C:8]([C:11]2[N:12]([C:32]([N:34]3[CH2:35][CH2:36][CH:37]([CH2:40][C:41]([NH:54][C:53]4[CH:55]=[CH:56][C:50]([CH:47]([CH3:49])[CH3:48])=[CH:51][CH:52]=4)=[O:43])[CH2:38][CH2:39]3)=[O:33])[C@@:13]([C:25]3[CH:30]=[CH:29][C:28]([Cl:31])=[CH:27][CH:26]=3)([CH3:24])[C@@:14]([C:17]3[CH:22]=[CH:21][C:20]([Cl:23])=[CH:19][CH:18]=3)([CH3:16])[N:15]=2)=[C:7]([O:44][CH2:45][CH3:46])[CH:6]=1)([CH3:2])([CH3:3])[CH3:4]. Procedure: In a manner analogous to the method described in example 163, {1-[(4S,5R)-2-(6-tert-butyl-4-ethoxy-pyridin-3-yl)-4,5-bis-(4-chloro-phenyl)-4,5-dimethyl-4,5-dihydro-imidazole-1-carbonyl]-piperidin-4-yl}-acetic acid was reacted with 4-isopropylaniline (Aldrich) to give the title product. LC-MS (ES+) 782 [(M+H)+]. Starting materials: ClCC(=O)Cl (chloroacetyl chloride), Cl.C(C)OC([C@@H](N)C)=O (alanine ethyl ester hydrochloride), [OH-].[Na+] (sodium hydroxide). Run in ClC(C)Cl (dichloroethane), ClC(C)Cl (dichloroethane). Reaction conditions: time 3 hour. The product is C(C)OC([C@@H](NC(CCl)=O)C)=O (N-Chloroacetyl alanine ethyl ester). As a reaction SMILES: [Cl:1][CH2:2][C:3](Cl)=[O:4].Cl.[CH2:7]([O:9][C:10](=[O:14])[C@H:11]([CH3:13])[NH2:12])[CH3:8].[OH-].[Na+]>ClC(Cl)C>[CH2:7]([O:9][C:10](=[O:14])[C@H:11]([CH3:13])[NH:12][C:3](=[O:4])[CH2:2][Cl:1])[CH3:8] |f:1.2,3.4|. Reported procedure: A solution of 7.2 g (0.064 mole) of chloroacetyl chloride in 20 ml dichloroethane was added dropwise at 0°-5° C. to a rapidly stirred mixture of 10 g (0.064 mole) of the DL-alanine ethyl ester, hydrochloride prepared above and 10.2 g of 50% aqueous sodium hydroxide (0.128 mole) in 80 ml dichloroethane. The mixture was allowed to come to room temperature after addition was complete. After standing 3 hours the product was isolated by washing with 50 ml of saturated salt solution, dried over magnes...